This data is from the Open Reaction Database (ORD), a public repository of structured organic reaction records. The task is: describe an organic reaction: reactants, conditions, products, and yield Reactants: CC1CCNCC1, CCO, [Ca+2], O=C(c1ccc(Cl)cc1Cl)c1cc([N+](=O)[O-])ccc1Cl, O=C([O-])[O-]. Product: CC1CCN(c2ccc([N+](=O)[O-])cc2C(=O)c2ccc(Cl)cc2Cl)CC1. Reaction SMILES: [CH3:21][CH:22]1[CH2:23][CH2:24][NH:25][CH2:26][CH2:27]1.[CH3:33][CH2:34][OH:35].[Ca+2:28].[Cl:1][c:2]1[c:3]([C:4](=[O:5])[c:6]2[c:7]([Cl:13])[cH:8][c:9]([Cl:12])[cH:10][cH:11]2)[cH:14][c:15]([N+:18](=[O:19])[O-:20])[cH:16][cH:17]1.[O-:29][C:30](=[O:31])[O-:32]>>[c:2]1([N:25]2[CH2:24][CH2:23][CH:22]([CH3:21])[CH2:27][CH2:26]2)[c:3]([C:4](=[O:5])[c:6]2[c:7]([Cl:13])[cH:8][c:9]([Cl:12])[cH:10][cH:11]2)[cH:14][c:15]([N+:18](=[O:19])[O-:20])[cH:16][cH:17]1. The reactants are C(C=C)N1C=C(C(C=C1CO)=O)OC(C1=CC=CC=C1)C1=CC=CC=C1 (1-allyl-3-diphenylmethoxy-6-hydroxymethyl-4-pyridone). The reagents and catalysts are [O-2].[O-2].[Mn+4] (manganese dioxide). The product is C(C=C)N1C=C(C(C=C1C=O)=O)OC(C1=CC=CC=C1)C1=CC=CC=C1 (1-allyl-3-diphenylmethoxy-6-formyl-4-pyridone). Reaction SMILES: [CH2:1]([N:4]1[C:9]([CH2:10][OH:11])=[CH:8][C:7](=[O:12])[C:6]([O:13][CH:14]([C:21]2[CH:26]=[CH:25][CH:24]=[CH:23][CH:22]=2)[C:15]2[CH:20]=[CH:19][CH:18]=[CH:17][CH:16]=2)=[CH:5]1)[CH:2]=[CH2:3]>[O-2].[O-2].[Mn+4]>[CH2:1]([N:4]1[C:9]([CH:10]=[O:11])=[CH:8][C:7](=[O:12])[C:6]([O:13][CH:14]([C:21]2[CH:26]=[CH:25][CH:24]=[CH:23][CH:22]=2)[C:15]2[CH:16]=[CH:17][CH:18]=[CH:19][CH:20]=2)=[CH:5]1)[CH:2]=[CH2:3] |f:1.2.3|. Procedure details: Starting from 1.000 g of 1-allyl-3-diphenylmethoxy-6-hydroxymethyl-4-pyridone and 6.00 g of manganese dioxide, the title compound is obtained in the same manner as in Synthesis Example 2 as colorless crystal in a yield of 0.710 g.